This data is from the Open Reaction Database (ORD), a public repository of structured organic reaction records. The task is: describe an organic reaction: reactants, conditions, products, and yield Reactants: C(C)C=1C=C(C(=NC1C)OC)NC(=O)N1CCNCC1 (1-(5-ethyl-2-methoxy-6-methylpyridin-3-yl)aminocarbonylpiperazine), COC1=CC=C(CCl)C=C1 (4-methoxybenzylchloride). Product: C(C)C=1C=C(C(=NC1C)OC)NC(=O)N1CCN(CC1)CC1=CC=C(C=C1)OC (1-[(5-ethyl-2-methoxy-6-methylpyridin-3-yl)aminocarbonyl]-4-(4-methoxybenzyl)piperazine). Yield: 42.0%. RXN SMILES: [CH2:1]([C:3]1[CH:4]=[C:5]([NH:12][C:13]([N:15]2[CH2:20][CH2:19][NH:18][CH2:17][CH2:16]2)=[O:14])[C:6]([O:10][CH3:11])=[N:7][C:8]=1[CH3:9])[CH3:2].[CH3:21][O:22][C:23]1[CH:30]=[CH:29][C:26]([CH2:27]Cl)=[CH:25][CH:24]=1>>[CH2:1]([C:3]1[CH:4]=[C:5]([NH:12][C:13]([N:15]2[CH2:16][CH2:17][N:18]([CH2:27][C:26]3[CH:29]=[CH:30][C:23]([O:22][CH3:21])=[CH:24][CH:25]=3)[CH2:19][CH2:20]2)=[O:14])[C:6]([O:10][CH3:11])=[N:7][C:8]=1[CH3:9])[CH3:2]. Procedure: 1-(5-ethyl-2-methoxy-6-methylpyridin-3-yl)aminocarbonylpiperazine and 4-methoxybenzylchloride were reacted by the same way with the example 72 to obtain the titled compound. Reactants: CO, COC(=O)c1ccc(Cl)nn1, N. The product is NC(=O)c1ccc(Cl)nn1. As a reaction SMILES: [CH3:13][OH:14].[Cl:1][c:2]1[cH:3][cH:4][c:5]([C:8]([O:10][CH3:9])=[O:11])[n:6][n:7]1.[NH3:12]>>[Cl:1][c:2]1[cH:3][cH:4][c:5]([C:8](=[O:10])[NH2:12])[n:6][n:7]1. Reactants: N=1C=CN2C1CCCCC2 (6,7,8,9-tetrahydro-5H-imidazo[1,2-a]azepine), CC1(OC(CC(O1)=O)=O)C (2,2-dimethyl-1,3-dioxane-4,6-dione), ClC1=CC=C(C=C1)C=1CCNCC1 (4-(4chlorophenyl)-1,2,3,6-tetrahydropyridine). Yields the product ClC1=CC=C(C=C1)C=1CCN(CC1)CCCC1=CN=C2N1CCCCC2 (3-(3-(4-(4-chlorophenyl)-1,2,3,6-tetrahydropyridin-1-yl)propyl)-6,7,8,9-tetrahydro-5H-imidazo[1,2-a]azepine). Reaction SMILES: [N:1]1[CH:2]=[CH:3][N:4]2[CH2:10][CH2:9][CH2:8][CH2:7][CH2:6][C:5]=12.CC1(C)O[C:16](=O)[CH2:15][C:14](=O)O1.[Cl:21][C:22]1[CH:27]=[CH:26][C:25]([C:28]2[CH2:29][CH2:30][NH:31][CH2:32][CH:33]=2)=[CH:24][CH:23]=1>>[Cl:21][C:22]1[CH:27]=[CH:26][C:25]([C:28]2[CH2:33][CH2:32][N:31]([CH2:16][CH2:15][CH2:14][C:3]3[N:4]4[CH2:10][CH2:9][CH2:8][CH2:7][CH2:6][C:5]4=[N:1][CH:2]=3)[CH2:30][CH:29]=2)=[CH:24][CH:23]=1. Reported procedure: By the same reaction and treatment as in Example 91 using 6,7,8,9-tetrahydro-5H-imidazo[1,2-a]azepine, 2,2-dimethyl-1,3-dioxane-4,6-dione and 4-(4chlorophenyl)-1,2,3,6-tetrahydropyridine, 3-(3-(4-(4-chlorophenyl)-1,2,3,6-tetrahydropyridin-1-yl)propyl)-6,7,8,9-tetrahydro-5H-imidazo[1,2-a]azepine is obtained. Reactants: NCCC(=O)O (β-alanine), C1(C=2C(C(=O)O1)=CC=CC2)=O (phthalic anhydride), C(C)(=O)OCC (ethyl acetate). Run in CCCCCC (n-Hexane). Reaction conditions: temperature 60 celsius, time 1 hour. Product: C1(C=2C(C(N1CCC(=O)O)=O)=CC=CC2)=O (3-phthalimidopropionic acid). Yield: 100.2%. Reaction SMILES: [NH2:1][CH2:2][CH2:3][C:4]([OH:6])=[O:5].[C:7]1(=O)[O:12][C:10](=[O:11])[C:9]2=[CH:13][CH:14]=[CH:15][CH:16]=[C:8]12.C(OCC)(=O)C>CCCCCC>[C:7]1(=[O:12])[N:1]([CH2:2][CH2:3][C:4]([OH:6])=[O:5])[C:10](=[O:11])[C:9]2=[CH:13][CH:14]=[CH:15][CH:16]=[C:8]12. Procedure details: A mixture of β-alanine (89 g) and phthalic anhydride (148 g) was heated at 180° C. to 190° C. for 30 min. The mixture was cooled to 60° C. and ethyl acetate (500 ml) was added, and the mixture was stirred at 0° C. for 1 hr. n-Hexane is added to the reaction mixture and the reactant crystals were collected filteration to afford 219.5 g of 3-phthalimidopropionic acid in colorless crystals. The product is FC(C(=O)O)(F)F.NCC1=CC=C(C=C1)NC(CNC(CCCCCNC(OCC1C2=CC=CC=C2C=2C=CC=CC12)=O)=O)=O (9H-fluoren-9-ylmethyl {6-[(2-{[4-(aminomethyl)phenyl]amino}-2-oxoethyl)amino]-6-oxohexyl}carbamate trifluoroacetate salt). Run in C(Cl)Cl (DCM). Reactants: C(C)(C)(C)OC(=O)NCC1=CC=C(C=C1)NC(CNC(CCCCCNC(OCC1C2=CC=CC=C2C=2C=CC=CC12)=O)=O)=O (9H-fluoren-9-ylmethyl [6-({2-[(4-{[(tert-butoxycarbonyl)amino]methyl}phenyl)amino]-2-oxoethyl}amino)-6-oxohexyl]carbamate), FC(C(=O)O)(F)F (trifluoroacetic acid). Procedure details: To a suspension of #B120 (1 g, 1.63 mmol, 1.0 eq) in dry DCM (20 mL) at 0° C. was added trifluoroacetic acid (6 mL, large excess). The mixture was stirred at room temperature for 2 hrs and concentrated in vacuo. The residue was suspended in water (30 mL) and lyophilized to afford #B121 (1.2 g, 100%) as a slight yellow solid. 1H NMR (400 Hz, DMSO-d6): δ10.08 (s, 1H), 8.15 (br, 4H), 7.90 (d, 2H), 7.69 (d, 2H), 7.63 (d, 2H), 7.41 (m, 8H), 4.30 (m, 3H), 3.98 (m, 3H), 3.87 (d, 2H), 2.97 (m, 2H), 2.17... Reaction conditions: time 2 hour. RXN SMILES: C(OC([NH:8][CH2:9][C:10]1[CH:15]=[CH:14][C:13]([NH:16][C:17](=[O:45])[CH2:18][NH:19][C:20](=[O:44])[CH2:21][CH2:22][CH2:23][CH2:24][CH2:25][NH:26][C:27](=[O:43])[O:28][CH2:29][CH:30]2[C:42]3[CH:41]=[CH:40][CH:39]=[CH:38][C:37]=3[C:36]3[C:31]2=[CH:32][CH:33]=[CH:34][CH:35]=3)=[CH:12][CH:11]=1)=O)(C)(C)C.[F:46][C:47]([F:52])([F:51])[C:48]([OH:50])=[O:49]>C(Cl)Cl>[F:46][C:47]([F:52])([F:51])[C:48]([OH:50])=[O:49].[NH2:8][CH2:9][C:10]1[CH:11]=[CH:12][C:13]([NH:16][C:17](=[O:45])[CH2:18][NH:19][C:20](=[O:44])[CH2:21][CH2:22][CH2:23][CH2:24][CH2:25][NH:26][C:27](=[O:43])[O:28][CH2:29][CH:30]2[C:31]3[CH:32]=[CH:33][CH:34]=[CH:35][C:36]=3[C:37]3[C:42]2=[CH:41][CH:40]=[CH:39][CH:38]=3)=[CH:14][CH:15]=1 |f:3.4|. Reactants: ClC1=C(C=C2C(C(=CN(C2=N1)C1CC1)C(=O)O)=O)F (7-chloro-1-cyclopropyl-6-fluoro-4-oxo-1,4-dihydro-[1,8]naphthyridine-3-carboxylic acid), N1CC(C1)NC[C@@H]1CN(C(O1)=O)C=1C=CC2=C(NC(CS2)=O)C1 (6-[(5R)-5-[(3-azetidinylamino)methyl]-2-oxo-3-oxazolidinyl]-2H-1,4-benzothiazin-3(4H)-one), TEA. Run in CC#N (MeCN), O (water). Conditions: temperature 75 celsius. Yields the product C1(CC1)N1C=C(C(C2=CC(=C(N=C12)N1CC(C1)NC[C@@H]1CN(C(O1)=O)C=1C=CC2=C(NC(CS2)=O)C1)F)=O)C(=O)O (1-cyclopropyl-6-fluoro-4-oxo-7-(3-{[(R)-2-oxo-3-(3-oxo-3,4-dihydro-2H-benzo[1,4]thiazin-6-yl)-oxazolidin-5-ylmethyl]-amino}-azetidin-1-yl)-1,4-dihydro-[1,8]naphthyridine-3-carboxylic acid). Reaction SMILES: Cl[C:2]1[N:11]=[C:10]2[C:5]([C:6](=[O:18])[C:7]([C:15]([OH:17])=[O:16])=[CH:8][N:9]2[CH:12]2[CH2:14][CH2:13]2)=[CH:4][C:3]=1[F:19].[NH:20]1[CH2:23][CH:22]([NH:24][CH2:25][C@H:26]2[O:30][C:29](=[O:31])[N:28]([C:32]3[CH:33]=[CH:34][C:35]4[S:40][CH2:39][C:38](=[O:41])[NH:37][C:36]=4[CH:42]=3)[CH2:27]2)[CH2:21]1>CC#N.O>[CH:12]1([N:9]2[C:10]3[C:5](=[CH:4][C:3]([F:19])=[C:2]([N:20]4[CH2:23][CH:22]([NH:24][CH2:25][C@H:26]5[O:30][C:29](=[O:31])[N:28]([C:32]6[CH:33]=[CH:34][C:35]7[S:40][CH2:39][C:38](=[O:41])[NH:37][C:36]=7[CH:42]=6)[CH2:27]5)[CH2:21]4)[N:11]=3)[C:6](=[O:18])[C:7]([C:15]([OH:17])=[O:16])=[CH:8]2)[CH2:14][CH2:13]1. Procedure details: A mixture of 7-chloro-1-cyclopropyl-6-fluoro-4-oxo-1,4-dihydro-[1,8]naphthyridine-3-carboxylic acid (commercial; 141 mg), 6-[(5R)-5-[(3-azetidinylamino)methyl]-2-oxo-3-oxazolidinyl]-2H-1,4-benzothiazin-3(4H)-one (prepared according to WO 2008/126034; 167 mg) and TEA (0.15 ml) in MeCN (4 ml) was heated at 75° C. for 2 h. The reaction mixture was allowed to reach rt, diluted with water, filtered and the solid was washed with MeOH and EA, affording a beige solid. Reactants: COC(=O)C1(C)CC(C)(C)CN1C(=O)OC(C)(C)C, Clc1nc(Cl)nc(Nc2cc(C3CC3)n[nH]2)n1, CC1(C(=O)Nc2ccc(F)nc2)CCCN1c1nc(Cl)nc(Nc2cc(C3CC3)n[nH]2)n1. The product is COC(=O)C1(C)CC(C)(C)CN1c1nc(Cl)nc(Nc2cc(C3CC3)[nH]n2)n1. As a reaction SMILES: [CH3:18][C:19]1([C:33](=[O:34])[O:35][CH3:36])[N:20]([C:26]([O:27][C:28]([CH3:29])([CH3:30])[CH3:31])=[O:32])[CH2:21][C:22]([CH3:24])([CH3:25])[CH2:23]1.[Cl:1][c:2]1[n:3][c:4]([NH:9][c:10]2[cH:11][c:12]([CH:15]3[CH2:16][CH2:17]3)[n:13][nH:14]2)[n:5][c:6]([Cl:8])[n:7]1.[Cl:37][c:38]1[n:39][c:40]([NH:41][c:42]2[nH:43][n:44][c:45]([CH:46]3[CH2:47][CH2:48]3)[cH:49]2)[n:50][c:51]([N:52]2[CH2:53][CH2:54][CH2:55][C:56]2([CH3:57])[C:58]([NH:59][c:60]2[cH:61][n:62][c:63]([F:64])[cH:65][cH:66]2)=[O:67])[n:68]1>>[c:2]1([N:20]2[C:19]([CH3:18])([C:33](=[O:34])[O:35][CH3:36])[CH2:23][C:22]([CH3:24])([CH3:25])[CH2:21]2)[n:3][c:4]([NH:9][c:10]2[cH:11][c:12]([CH:15]3[CH2:16][CH2:17]3)[nH:13][n:14]2)[n:5][c:6]([Cl:8])[n:7]1. Reactants: COc1cccc(Br)c1, NCCc1ccc(C(F)(F)F)cn1. Product: COc1cccc(NCCc2ccc(C(F)(F)F)cn2)c1. Reaction SMILES: [Br:1][c:2]1[cH:3][c:4]([O:8][CH3:9])[cH:5][cH:6][cH:7]1.[F:10][C:11]([c:12]1[cH:13][cH:14][c:15]([CH2:18][CH2:19][NH2:20])[n:16][cH:17]1)([F:21])[F:22]>>[c:2]1([NH:20][CH2:19][CH2:18][c:15]2[cH:14][cH:13][c:12]([C:11]([F:10])([F:21])[F:22])[cH:17][n:16]2)[cH:3][c:4]([O:8][CH3:9])[cH:5][cH:6][cH:7]1.